This data is from the Open Reaction Database (ORD), a public repository of structured organic reaction records. The task is: describe an organic reaction: reactants, conditions, products, and yield Starting materials: CC1=NSC(=N1)N1CCC(CC1)=O (1-(3-methyl-[1,2,4]thiadiazol-5-yl)-piperidin-4-one), ClC=1C=C(CN2N=C(N=C2)N)C=CC1 (1-(3-chloro-benzyl)-1H-[1,2,4]triazol-3-ylamine). Yields the product ClC=1C=C(CN2N=C(N=C2)NC2CCN(CC2)C2=NC(=NS2)C)C=CC1 ([1-(3-Chloro-benzyl)-1H-[1,2,4]triazol-3-yl]-[1-(3-methyl-[1,2,4]thiadiazol-5-yl)-piperidin-4-yl]-amine). RXN SMILES: [CH3:1][C:2]1[N:6]=[C:5]([N:7]2[CH2:12][CH2:11][C:10](=O)[CH2:9][CH2:8]2)[S:4][N:3]=1.[Cl:14][C:15]1[CH:16]=[C:17]([CH:25]=[CH:26][CH:27]=1)[CH2:18][N:19]1[CH:23]=[N:22][C:21]([NH2:24])=[N:20]1>>[Cl:14][C:15]1[CH:16]=[C:17]([CH:25]=[CH:26][CH:27]=1)[CH2:18][N:19]1[CH:23]=[N:22][C:21]([NH:24][CH:10]2[CH2:11][CH2:12][N:7]([C:5]3[S:4][N:3]=[C:2]([CH3:1])[N:6]=3)[CH2:8][CH2:9]2)=[N:20]1. Procedure details: Prepared in analogy to example 1 step h) starting from 1-(3-methyl-[1,2,4]thiadiazol-5-yl)-piperidin-4-one (example 1c) and 1-(3-chloro-benzyl)-1H-[1,2,4]triazol-3-ylamine. The title compound was obtained as a colorless oil. The reactants are [Li] (lithium), BrC1=C(C=C(C=C1)Cl)F (1-bromo-4-chloro-2-fluorobenzene), C(=O)=O (CO2), [Li]CCCC (n-BuLi), C(C)(C)NC(C)C (diisopropylamine). Run in C(=O)=O.CC(=O)C (dry-ice acetone), CCOCC (Et2O), Cl (HCl), C1CCOC1 (THF). Conditions: temperature -70 celsius, time 30 minute. The product is ClC1=C(C(=O)O)C(=C(C=C1)Br)F (2-chloro-5-bromo-6-fluorobenzoic acid). Reaction SMILES: [Li].[Li]CCCC.C(NC(C)C)(C)C.[Br:14][C:15]1[CH:20]=[CH:19][C:18]([Cl:21])=[CH:17][C:16]=1[F:22].[C:23](=[O:25])=[O:24]>C1COCC1.C(=O)=O.CC(C)=O.CCOCC.Cl>[Cl:21][C:18]1[CH:19]=[CH:20][C:15]([Br:14])=[C:16]([F:22])[C:17]=1[C:23]([OH:25])=[O:24] |f:6.7,^1:0|. Procedure: A solution of lithium diiosopropyl amide is generated by adding n-BuLi (360 mL of 2 M solution in THF) to diisopropylamine (73 g, 0.722 mol) in 500 mL of anhydrous THF while a reaction temperature of −60° C. is maintained by cooling in dry-ice acetone bath. After stirring for 30 minutes, 1-bromo-4-chloro-2-fluorobenzene (75 g, 0.36 mol) is added and stirring maintained at −70° C. for 2 hours. The cold solution is then transferred, via a cannula, under an inert atmosphere to a suspension of solid... Starting materials: C(C(C)N)N (propylenediamine), O.C1(=CC=CC=C1)C(=O)C=O (phenylglyoxal-monohydrate), [OH-].[K+] (KOH). The solvent is C(C)O (ethanol). Yields the product CC1=NC=C(N=C1)C1=CC=CC=C1 (2-Methyl-5-phenylpyrazine). RXN SMILES: [CH2:1]([NH2:5])[CH:2]([NH2:4])[CH3:3].O.[C:7]1([C:13]([CH:15]=O)=O)[CH:12]=[CH:11][CH:10]=[CH:9][CH:8]=1.[OH-].[K+]>C(O)C>[CH3:3][C:2]1[CH:1]=[N:5][C:13]([C:7]2[CH:12]=[CH:11][CH:10]=[CH:9][CH:8]=2)=[CH:15][N:4]=1 |f:1.2,3.4|. Reported procedure: To a stirred solution of propylenediamine (2.94 g, 0.04 mol) in ethanol was added phenylglyoxal-monohydrate (5.00 g, 0.03 mol) at 0° C. within 30 minutes. After stirring for 1.5 hours at room temperature KOH (2.10 g, 0.04 mol) was added and the reaction mixture was refluxed for 12 hours. Then the solvent was removed under vacuum and the residue was extracted with ether. The organic phases were washed with brine and dried over MgSO4. Crude product was purified by flash chromatography on silica-ge... The reactants are hydrochloride salt, N1C=CC2=CC=C(C=C12)C(CC(=O)NC)C1=CC(=CC=C1)OC (3-(1H-indol-6-yl)-3-(3-methoxy-phenyl)-N-methyl-propionamide), N1C=CC2=CC=CC(=C12)C(CCNC)C1=CC=CC=C1 ([3-(1H-Indol-7-yl)-3-phenyl-propyl]-methyl-amine). Yields the product N1C=CC2=CC=C(C=C12)C(CCNC)C1=CC(=CC=C1)OC ([3-(1H-Indol-6-yl)-3-(3-methoxy-phenyl)-propyl]-methyl-amine). Yield: 94.0%. RXN SMILES: [NH:1]1[C:9]2[C:4](=[CH:5][CH:6]=[C:7]([CH:10]([C:16]3[CH:21]=[CH:20][CH:19]=[C:18]([O:22][CH3:23])[CH:17]=3)[CH2:11][C:12]([NH:14][CH3:15])=O)[CH:8]=2)[CH:3]=[CH:2]1.N1C2C(=CC=CC=2C(C2C=CC=CC=2)CCNC)C=C1>>[NH:1]1[C:9]2[C:4](=[CH:5][CH:6]=[C:7]([CH:10]([C:16]3[CH:21]=[CH:20][CH:19]=[C:18]([O:22][CH3:23])[CH:17]=3)[CH2:11][CH2:12][NH:14][CH3:15])[CH:8]=2)[CH:3]=[CH:2]1. Procedure: [3-(1H-Indol-6-yl)-3-(3-methoxy-phenyl)-propyl]-methyl-amine XXXIII (100 mg, 94% yield) was prepared as a hydrochloride salt from 3-(1H-indol-6-yl)-3-(3-methoxy-phenyl)-N-methyl-propionamide using the procedure described for [3-(1H-Indol-7-yl)-3-phenyl-propyl]-methyl-amine XX (see Example 4). MS (M+H)=295. Reactants: [H-].[Na+] (sodium hydride), oil, N1N=C(C=C1)C(=O)OC (methyl 3-pyrazolecarboxylate), CS(=O)(=O)OC1CCN(CC1)C(=O)OC(C)(C)C (1,1-dimethylethyl 4-[(methylsulfonyl)oxy]-1-piperidine-carboxylate), CS(=O)(=O)OC1CCN(CC1)C(=O)OC(C)(C)C (1,1-dimethylethyl 4-[(methylsulfonyl)oxy]-1-piperidine-carboxylate). The solvent is ice water, CN(C=O)C (N,N-dimethylformamide), CN(C=O)C (N,N-dimethylformamide). Reaction conditions: temperature 0 celsius. Yields the product COC(=O)C1=NN(C=C1)C1CCN(CC1)C(=O)OC(C)(C)C (1,1-dimethylethyl 4-[3-(methoxycarbonyl)-1H-pyrazol-1-yl]-1-piperidinecarboxylate). Yield: 23.4%. Reaction SMILES: [H-].[Na+].[NH:3]1[CH:7]=[CH:6][C:5]([C:8]([O:10][CH3:11])=[O:9])=[N:4]1.CS(O[CH:17]1[CH2:22][CH2:21][N:20]([C:23]([O:25][C:26]([CH3:29])([CH3:28])[CH3:27])=[O:24])[CH2:19][CH2:18]1)(=O)=O>CN(C)C=O>[CH3:11][O:10][C:8]([C:5]1[CH:6]=[CH:7][N:3]([CH:17]2[CH2:22][CH2:21][N:20]([C:23]([O:25][C:26]([CH3:29])([CH3:28])[CH3:27])=[O:24])[CH2:19][CH2:18]2)[N:4]=1)=[O:9] |f:0.1|. Procedure details: A suspension of 60% dispersion of sodium hydride in mineral oil (192 mg, 4.8 mmol) in 20 mL of N,N-dimethylformamide was cooled to 0° C., and methyl 3-pyrazolecarboxylate (605.37 mg, 4.8 mmol) was gradually added with stirring in nitrogen atmosphere. The reaction mixture was stirred at room temperature for 0.5 h and cooled again to 0° C. A solution of 1,1-dimethylethyl 4-[(methylsulfonyl)oxy]-1-piperidine-carboxylate (1.18 g, 4 mmol) (i.e. the product of Example 18, Step A) in 5 mL of N,N-dimeth... Reactants: C12C(C3CC(CC(C1)C3)C2)NC(=O)C=2C=NN(C2Cl)C(C)(C)C (1-tert-butyl-5-chloro-1H-pyrazole-4-carboxylic acid adamantan-2-ylamide), N1CCC(CC1)O (piperidin-4-ol). Yields the product C12C(C3CC(CC(C1)C3)C2)NC(=O)C=2C=NN(C2N2CCC(CC2)O)C(C)(C)C (tert-Butyl-5-(4-hydroxy-piperidin-1-yl)-1H-pyrazole-4-carboxylic acid adamantan-2-ylamide). Reaction SMILES: [CH:1]12[CH2:10][CH:5]3[CH2:6][CH:7]([CH2:9][CH:3]([CH2:4]3)[CH:2]1[NH:11][C:12]([C:14]1[CH:15]=[N:16][N:17]([C:20]([CH3:23])([CH3:22])[CH3:21])[C:18]=1Cl)=[O:13])[CH2:8]2.[NH:24]1[CH2:29][CH2:28][CH:27]([OH:30])[CH2:26][CH2:25]1>>[CH:1]12[CH2:10][CH:5]3[CH2:6][CH:7]([CH2:9][CH:3]([CH2:4]3)[CH:2]1[NH:11][C:12]([C:14]1[CH:15]=[N:16][N:17]([C:20]([CH3:23])([CH3:22])[CH3:21])[C:18]=1[N:24]1[CH2:29][CH2:28][CH:27]([OH:30])[CH2:26][CH2:25]1)=[O:13])[CH2:8]2. Procedure: Heating a mixture of 1-tert-butyl-5-chloro-1H-pyrazole-4-carboxylic acid adamantan-2-ylamide (Example 36, 101 mg; 0.30 mmol) and piperidin-4-ol (303 mg; 3.0 mmol) under microwave irradiation according to the procedure described in Example 37, Step 5 provided after purification by reverse phase HPLC, 1-tert-butyl-5-(4-hydroxy-piperidin-1-yl)-1H-pyrazole-4-carboxylic acid adamantan-2-ylamide (14 mg, 12%) as an off-white powder. ES-HRMS m/e calcd for C23H37N4O2 (M+H+) 357.2649, found 357.2650. Starting materials: BrCC1OCCO1, CCCN, [Na+], [OH-], O. The product is CCCNCC1OCCO1. As a reaction SMILES: [Br:1][CH2:2][CH:3]1[O:4][CH2:5][CH2:6][O:7]1.[CH2:8]([CH2:9][CH3:10])[NH2:11].[Na+:13].[OH-:12].[OH2:14]>>[CH2:2]([CH:3]1[O:4][CH2:5][CH2:6][O:7]1)[NH:11][CH2:8][CH2:9][CH3:10].